This data is from the Open Reaction Database (ORD), a public repository of structured organic reaction records. The task is: describe an organic reaction: reactants, conditions, products, and yield Starting materials: CC1=CC=C(C=O)C=C1 (4-methylbenzaldehyde), C(C(C)(C)C)[Mg]Cl (neopentyl magnesium chloride). The solvent is [NH4+].[Cl-] (NH4Cl), C1CCOC1 (THF). Conditions: temperature 0 celsius, time 1 hour. Yields the product CC(CC(O)C1=CC=C(C=C1)C)(C)C ((±)-3,3-Dimethyl-1-p-tolylbutan-1-ol). Yield: 88.7%. RXN SMILES: [CH3:1][C:2]1[CH:9]=[CH:8][C:5]([CH:6]=[O:7])=[CH:4][CH:3]=1.[CH2:10]([Mg]Cl)[C:11]([CH3:14])([CH3:13])[CH3:12]>C1COCC1.[NH4+].[Cl-]>[CH3:10][C:11]([CH3:14])([CH3:13])[CH2:12][CH:6]([C:5]1[CH:8]=[CH:9][C:2]([CH3:1])=[CH:3][CH:4]=1)[OH:7] |f:3.4|. Reported procedure: To a stirred solution of 4-methylbenzaldehyde (1.51 g, 12.6 mmol) in THF (30 mL) at 0° C., add neopentyl magnesium chloride (33.0 mL, 16.34 mmol, 0.5-1M in ether) and continue stirring at 0° C. for 1 h. Dilute with saturated aqueous NH4Cl, extract three times with EtOAc, dry over anhydrous Na2SO4, and concentrate in vacuo. Purify by chromatography on silica gel eluting with hexane/EtOAc (95:5) to give the desired intermediate as a colorless oil (2.15 g, 89%). The reactants are CCN(CC)S(F)(F)F, CCOC(OCC)C(O)CN=[N+]=[N-], c1ccccc1. The product is CCOC(OCC)C(F)CN=[N+]=[N-]. RXN SMILES: [CH2:14]([N:15]([S:16]([F:17])([F:18])[F:20])[CH2:19][CH3:21])[CH3:22].[CH2:1]([CH3:2])[O:3][CH:4]([CH:5]([CH2:6][N:7]=[N+:8]=[N-:9])[OH:10])[O:11][CH2:12][CH3:13].[cH:23]1[cH:24][cH:25][cH:26][cH:27][cH:28]1>>[CH2:1]([CH3:2])[O:3][CH:4]([CH:5]([CH2:6][N:7]=[N+:8]=[N-:9])[F:20])[O:11][CH2:12][CH3:13]. Yields the product O=C(NC1c2cccc(-c3cnc4ccccc4c3)c2-n2cccc21)c1ccnc2[nH]ccc12. As a reaction SMILES: [C:1]([OH:2])(=[O:3])[CH3:4].[CH3:41][N:42]([CH3:43])[CH2:44][CH2:45][CH2:46][N:47]=[C:48]=[N:49][CH2:50][CH3:51].[CH3:62][N:63]([CH3:64])[CH:65]=[O:66].[ClH:40].[OH:52][n:53]1[c:54]2[cH:55][cH:56][cH:57][cH:58][c:59]2[n:60][n:61]1.[n:5]1[cH:6][c:7](-[c:15]2[cH:16][cH:17][cH:18][c:19]3[c:23]2-[n:22]2[c:21]([cH:26][cH:25][cH:24]2)[CH:20]3[NH2:27])[cH:8][c:9]2[cH:10][cH:11][cH:12][cH:13][c:14]12.[nH:28]1[cH:29][cH:30][c:31]2[c:32]1[n:33][cH:34][cH:35][c:36]2[C:37](=[O:38])[OH:39]>>[n:5]1[cH:6][c:7](-[c:15]2[cH:16][cH:17][cH:18][c:19]3[c:23]2-[n:22]2[c:21]([cH:26][cH:25][cH:24]2)[CH:20]3[NH:27][C:37]([c:36]2[c:31]3[cH:30][cH:29][nH:28][c:32]3[n:33][cH:34][cH:35]2)=[O:38])[cH:8][c:9]2[cH:10][cH:11][cH:12][cH:13][c:14]12. The reactants are CC(=O)O, CCN=C=NCCCN(C)C, CN(C)C=O, Cl, On1nnc2ccccc21, NC1c2cccc(-c3cnc4ccccc4c3)c2-n2cccc21, O=C(O)c1ccnc2[nH]ccc12. Starting materials: FC1=NC=CC(=C1)C1=C2N(N=C1C1=CC=CC=C1)CCC2 (3-(2-fluoropyridin-4-yl)-2-phenyl-5,6-dihydro-4H-pyrrolo[1,2-b]pyrazole), C(C)(C)N (isopropylamine), P(HCOOH). Run at temperature 140 celsius, time 16 hour. Product: C1(=CC=CC=C1)C=1C(=C2N(N1)CCC2)C2=CC(=NC=C2)NC(C)C (4-[2-(Phenyl)-5,6-dihydro-4H-pyrrolo[1,2-b]pyrazol-3-yl]-N-isopropylpyridine-2-amine). RXN SMILES: F[C:2]1[CH:7]=[C:6]([C:8]2[C:12]([C:13]3[CH:18]=[CH:17][CH:16]=[CH:15][CH:14]=3)=[N:11][N:10]3[CH2:19][CH2:20][CH2:21][C:9]=23)[CH:5]=[CH:4][N:3]=1.[CH:22]([NH2:25])([CH3:24])[CH3:23]>>[C:13]1([C:12]2[C:8]([C:6]3[CH:5]=[CH:4][N:3]=[C:2]([NH:25][CH:22]([CH3:24])[CH3:23])[CH:7]=3)=[C:9]3[CH2:21][CH2:20][CH2:19][N:10]3[N:11]=2)[CH:18]=[CH:17][CH:16]=[CH:15][CH:14]=1. Reported procedure: In an autoclave, a mixture of 1.10 g (0.39 mmol) of 3-(2-fluoropyridin-4-yl)-2-phenyl-5,6-dihydro-4H-pyrrolo[1,2-b]pyrazole and 1.5 ml of isopropylamine is heated at 140° C. After 16 h, the reaction mixture is concentrated under reduced pressure. After purification by column chromatography on silica gel (cyclohexane/ethyl acetate), 50 mg (35%) of the desired product are obtained; log P(HCOOH): 1.21; 1H-NMR (DMSO-d6): 7.81 (d, 1H), 7.36 (m, 5H), 6.28 (s, 1H), 6.21 (m, 2H), 4.15 (dd, 2H), 3.84 (m,... Reaction SMILES: [I:1][CH2:2][CH2:3][CH2:4][CH2:5][CH2:6][CH2:7][O:8][C@H:9]1[CH2:33][CH2:32][C@@:31]2([CH3:34])[C:11](=[CH:12][CH2:13][C@@H:14]3[C@@H:30]2[CH2:29][CH2:28][C@@:27]2([CH3:35])[C@H:15]3[CH2:16][CH2:17][C@@H:18]2[C@H:19]([CH3:26])[CH2:20][CH2:21][CH2:22][CH:23]([CH3:25])[CH3:24])[CH2:10]1.S(CCCCCCO[C@H]1CC[C@@]2(C)C(=CC[C@@H]3[C@@H]2CC[C@@]2(C)[C@H]3CC[C@@H]2[C@H](C)C=C[C@H](C(C)C)CC)C1)[C@@H:37]1O[C@H](CO)[C@@H](O)[C@H](O)[C@@H:38]1O>>[I:1][CH2:2][CH2:3][CH2:4][CH2:5][CH2:6][CH2:7][O:8][C@H:9]1[CH2:33][CH2:32][C@@:31]2([CH3:34])[C:11](=[CH:12][CH2:13][C@@H:14]3[C@@H:30]2[CH2:29][CH2:28][C@@:27]2([CH3:35])[C@H:15]3[CH2:16][CH2:17][C@@H:18]2[C@H:19]([CH3:26])[CH:20]=[CH:21][C@H:22]([CH:23]([CH3:25])[CH3:24])[CH2:37][CH3:38])[CH2:10]1. Procedure: Employing the procedure substantially as described in Example 2, but substituting for cholest-5-en-3β-yl 6-iodohexyl ether, an equivalent amount of stigmasta-5,22-dien-3β-yl 6-iodohexyl ether, there was prepared 6-(stigmasta-5,22-dien-3β-yloxy)hexyl 1-thio-β-D-mannopyranoside (Step D). TLC data and Rf values are given in the above Table. Starting materials: S([C@H]1[C@@H](O)[C@@H](O)[C@H](O)[C@H](O1)CO)CCCCCCO[C@@H]1CC2=CC[C@H]3[C@@H]4CC[C@H]([C@@H](C=C[C@@H](CC)C(C)C)C)[C@]4(CC[C@@H]3[C@]2(CC1)C)C (6-(stigmasta-5,22-dien-3β-yloxy)hexyl 1-thio-β-D-mannopyranoside), ICCCCCCO[C@@H]1CC2=CC[C@H]3[C@@H]4CC[C@H]([C@@H](CCCC(C)C)C)[C@]4(CC[C@@H]3[C@]2(CC1)C)C (cholest-5-en-3β-yl 6-iodohexyl ether). Product: ICCCCCCO[C@@H]1CC2=CC[C@H]3[C@@H]4CC[C@H]([C@@H](C=C[C@@H](CC)C(C)C)C)[C@]4(CC[C@@H]3[C@]2(CC1)C)C (stigmasta-5,22-dien-3β-yl 6-iodohexyl ether). The reactants are CCOC(=O)C1CCN(C(=O)c2[nH]c(C)c(-c3nc4ccc(C(=O)c5ccccc5)cc4[nH]3)c2C)CC1, CCO, Cl, [Na+], [OH-]. Product: Cc1[nH]c(C(=O)N2CCC(C(=O)O)CC2)c(C)c1-c1nc2ccc(C(=O)c3ccccc3)cc2[nH]1. RXN SMILES: [C:3]([c:4]1[cH:5][cH:6][cH:7][cH:8][cH:9]1)(=[O:10])[c:11]1[cH:12][c:13]2[c:14]([n:15][c:16](-[c:18]3[c:19]([CH3:37])[c:20]([C:24](=[O:25])[N:26]4[CH2:27][CH2:28][CH:29]([C:32](=[O:33])[O:34][CH2:35][CH3:36])[CH2:30][CH2:31]4)[nH:21][c:22]3[CH3:23])[nH:17]2)[cH:38][cH:39]1.[CH3:41][CH2:42][OH:43].[ClH:40].[Na+:2].[OH-:1]>>[C:3]([c:4]1[cH:5][cH:6][cH:7][cH:8][cH:9]1)(=[O:10])[c:11]1[cH:12][c:13]2[c:14]([n:15][c:16](-[c:18]3[c:19]([CH3:37])[c:20]([C:24](=[O:25])[N:26]4[CH2:27][CH2:28][CH:29]([C:32](=[O:33])[OH:34])[CH2:30][CH2:31]4)[nH:21][c:22]3[CH3:23])[nH:17]2)[cH:38][cH:39]1.